From a dataset of the Open Reaction Database (ORD), a public repository of structured organic reaction records. describe an organic reaction: reactants, conditions, products, and yield Reactants: CC=1C=C2C(C(NC2=CC1)=O)=O (5-Methyl-1H-indole-2,3-dione), [H-].[Na+] (sodium hydride), ClCCN1CCN(CC1)CC1=CC=CC=C1 (1-(2-chloroethyl)-4-(phenylmethyl)piperazine). Solvent: CN(C)C=O (DMF), CN(C)C=O (DMF). Reaction conditions: temperature 70 celsius. The product is Cl.Cl.CC=1C=C2C(C(N(C2=CC1)CCN1CCN(CC1)CC1=CC=CC=C1)=O)=O (5-Methyl-1-[2-[4-(phenylmethyl)-1-piperazinyl]ethyl]-1H-indole-2,3-dione Dihydrochloride). The yield is 97.1%. As a reaction SMILES: [CH3:1][C:2]1[CH:3]=[C:4]2[C:8](=[CH:9][CH:10]=1)[NH:7][C:6](=[O:11])[C:5]2=[O:12].[H-].[Na+].[Cl:15][CH2:16][CH2:17][N:18]1[CH2:23][CH2:22][N:21]([CH2:24][C:25]2[CH:30]=[CH:29][CH:28]=[CH:27][CH:26]=2)[CH2:20][CH2:19]1>CN(C=O)C>[ClH:15].[ClH:15].[CH3:1][C:2]1[CH:3]=[C:4]2[C:8](=[CH:9][CH:10]=1)[N:7]([CH2:16][CH2:17][N:18]1[CH2:23][CH2:22][N:21]([CH2:24][C:25]3[CH:30]=[CH:29][CH:28]=[CH:27][CH:26]=3)[CH2:20][CH2:19]1)[C:6](=[O:11])[C:5]2=[O:12] |f:1.2,5.6.7|. Procedure details: 5-Methyl-1H-indole-2,3-dione (12.85 g) in dry DMF (50 ml) at 0° to 5° C. was treated with sodium hydride (80% dispersion in mineral oil, 2.53 g). The mixture was allowed to warm to room temperature and after a further 10 minutes 1-(2-chloroethyl)-4-(phenylmethyl)piperazine (20 g) in dry DMF (70 ml) was added. The mixture was heated at 70° C. for 3 hours and then evaporated under reduced pressure. The residue was subjected to flash chromatography on silica gel to afford the title compound (17.75 ... Reaction SMILES: [C:32]([C:33]#[CH:34])(=[O:35])[OH:36].[CH3:2][N:3]([CH3:4])[CH2:5][CH2:6][CH2:7][N:8]=[C:9]=[N:10][CH2:11][CH3:12].[ClH:1].[NH2:13][c:14]1[cH:15][c:16]2[c:17]([NH:24][c:25]3[cH:26][c:27]([Br:31])[cH:28][cH:29][cH:30]3)[n:18][cH:19][n:20][c:21]2[cH:22][cH:23]1.[O:37]=[CH:38][N:39]([CH3:40])[CH3:41]>>[NH:13]([c:14]1[cH:15][c:16]2[c:17]([NH:24][c:25]3[cH:26][c:27]([Br:31])[cH:28][cH:29][cH:30]3)[n:18][cH:19][n:20][c:21]2[cH:22][cH:23]1)[C:32]([C:33]#[CH:34])=[O:35]. Starting materials: C#CC(=O)O, CCN=C=NCCCN(C)C, Cl, Nc1ccc2ncnc(Nc3cccc(Br)c3)c2c1, CN(C)C=O. Yields the product C#CC(=O)Nc1ccc2ncnc(Nc3cccc(Br)c3)c2c1. Reactants: COC=1C(=C(CC2=CC(=C(C(=O)O)C=C2)O)C(=C(C1OC)OC)OC)C (4-(3,4,5,6-Tetramethoxy-2-methylbenzyl)-2-hydroxybenzoic acid), C(C)(=O)OC(C)=O (acetic anhydride). Yields the product COC=1C(=C(CC2=CC(=C(C(=O)O)C=C2)OC(C)=O)C(=C(C1OC)OC)OC)C (4-(3,4,5,6-Tetramethoxy-2-methylbenzyl)-2-acetoxybenzoic acid). The yield is 60.0%. Reaction SMILES: [CH3:1][O:2][C:3]1[C:4]([CH3:26])=[C:5]([C:17]([O:24][CH3:25])=[C:18]([O:22][CH3:23])[C:19]=1[O:20][CH3:21])[CH2:6][C:7]1[CH:15]=[CH:14][C:10]([C:11]([OH:13])=[O:12])=[C:9]([OH:16])[CH:8]=1.[C:27](OC(=O)C)(=[O:29])[CH3:28]>>[CH3:1][O:2][C:3]1[C:4]([CH3:26])=[C:5]([C:17]([O:24][CH3:25])=[C:18]([O:22][CH3:23])[C:19]=1[O:20][CH3:21])[CH2:6][C:7]1[CH:15]=[CH:14][C:10]([C:11]([OH:13])=[O:12])=[C:9]([O:16][C:27](=[O:29])[CH3:28])[CH:8]=1. Reported procedure: 4-(3,4,5,6-Tetramethoxy-2-methylbenzyl)-2-hydroxybenzoic acid (97 mg, 0.2679 mmol) was dissolved in acetic anhydride (20 ml) and the resulting solution was refluxed under heating for 2 hours. The reaction solution was concentrated and the residue was purified by silica gel column chromatography (5% methanol-methylene chloride) to obtain the titled compound (65 mg, 0.1608 mmol, 60%). The reactants are C(C)S(=O)(=O)C1=CC=C(C=C1)B(O)O ([4-(ethylsulfonyl)phenyl]boronic acid), BrC1=CC=C(C=C1)OCC1CCN(CC1)C(=O)OC(C)C (1-methylethyl 4-{[(4-bromophenyl)oxy]methyl}-1-piperidinecarboxylate). Procedure details: The title compound (8.9 mg, 20%) was prepared from [4-(ethylsulfonyl)phenyl]boronic acid (21.4 mg, 0.1 mmol) and 1-methylethyl 4-{[(4-bromophenyl)oxy]methyl}-1-piperidinecarboxylate (Example 9, Step 2, 36 mg, 0.10 mmol) in a manner similar to Example 9, Step 3. LRMS (ESI), m/z 446 (M+H). The yield is 20.0%. Product: C(C)S(=O)(=O)C1=CC=C(C=C1)C1=CC=C(C=C1)OCC1CCN(CC1)C(=O)OC(C)C (1-Methylethyl 4-({[4′-(ethylsulfonyl)-4-biphenylyl]oxy}methyl)-1-piperidinecarboxylate). As a reaction SMILES: [CH2:1]([S:3]([C:6]1[CH:11]=[CH:10][C:9](B(O)O)=[CH:8][CH:7]=1)(=[O:5])=[O:4])[CH3:2].Br[C:16]1[CH:21]=[CH:20][C:19]([O:22][CH2:23][CH:24]2[CH2:29][CH2:28][N:27]([C:30]([O:32][CH:33]([CH3:35])[CH3:34])=[O:31])[CH2:26][CH2:25]2)=[CH:18][CH:17]=1>>[CH2:1]([S:3]([C:6]1[CH:11]=[CH:10][C:9]([C:16]2[CH:17]=[CH:18][C:19]([O:22][CH2:23][CH:24]3[CH2:25][CH2:26][N:27]([C:30]([O:32][CH:33]([CH3:35])[CH3:34])=[O:31])[CH2:28][CH2:29]3)=[CH:20][CH:21]=2)=[CH:8][CH:7]=1)(=[O:5])=[O:4])[CH3:2]. Starting materials: Cc1ccncc1N1CCN(c2ccc(C(O)C3CC3)c(F)c2)C1=O, ClCCl, O=[Mn]=O. Yields the product Cc1ccncc1N1CCN(c2ccc(C(=O)C3CC3)c(F)c2)C1=O. RXN SMILES: [CH:1]1([CH:4]([c:5]2[c:6]([F:24])[cH:7][c:8]([N:11]3[C:12](=[O:23])[N:13]([c:16]4[cH:17][n:18][cH:19][cH:20][c:21]4[CH3:22])[CH2:14][CH2:15]3)[cH:9][cH:10]2)[OH:25])[CH2:2][CH2:3]1.[Cl:26][CH2:27][Cl:28].[O:29]=[Mn:30]=[O:31]>>[CH:1]1([C:4]([c:5]2[c:6]([F:24])[cH:7][c:8]([N:11]3[C:12](=[O:23])[N:13]([c:16]4[cH:17][n:18][cH:19][cH:20][c:21]4[CH3:22])[CH2:14][CH2:15]3)[cH:9][cH:10]2)=[O:25])[CH2:2][CH2:3]1. Starting materials: Ethyl 3-amino butyrate, Cl.NN=CC1=CC=C(C=C1)NC(CCC(=O)O)=O (4-[[4-(aminoiminomethyl)phenyl]-amino]-4-oxobutanoic acid hydrochloride), CN1CCOCC1 (N-methylmorpholine), ClC(=O)OCC(C)C (isobutyl chloroformate), CN(C)C1=NC=CC=C1 (dimethylaminopyridine). The solvent is CN(C)C=O (DMF). Reaction conditions: time 5 minute. The product is C(C)OC(CC(C)NC(CCC(=O)NC1=CC=C(C=C1)C=NN)=O)=O (Ethyl-3-[[4-[[4-(aminoiminomethyl)phenyl]-amino]-1,4-dioxobutyl]amino]-butanoate). Reaction SMILES: Cl.[NH2:2][N:3]=[CH:4][C:5]1[CH:10]=[CH:9][C:8]([NH:11][C:12](=[O:18])[CH2:13][CH2:14][C:15]([OH:17])=O)=[CH:7][CH:6]=1.CN1[CH2:25][CH2:24][O:23][CH2:22][CH2:21]1.ClC(OCC(C)C)=[O:28].C[N:35]([C:37]1[CH:42]=CC=CN=1)C>CN(C=O)C>[CH2:24]([O:23][C:22](=[O:28])[CH2:21][CH:37]([NH:35][C:15](=[O:17])[CH2:14][CH2:13][C:12]([NH:11][C:8]1[CH:7]=[CH:6][C:5]([CH:4]=[N:3][NH2:2])=[CH:10][CH:9]=1)=[O:18])[CH3:42])[CH3:25] |f:0.1|. Procedure details: 4-[[4-(aminoiminomethyl)phenyl]-amino]-4-oxobutanoic acid hydrochloride prepared in Example 1, Step 1 (5 g, 18 mmol) was added to dry DMF (100 ml) followed by N-methylmorpholine (2.2 g, 22 mmol) and isobutyl chloroformate (2.8 g, 22 mmol) at 25° C. The mixture was stirred for 5 min. Ethyl 3-amino butyrate (2.5 g, 22 mmol) was added followed by dimethylaminopyridine. After 1 hr, the solvent was removed under reduced pressure and the product was purified by reverse phase chromatography (0.05% TPA ...